Dataset: the Open Reaction Database (ORD), a public repository of structured organic reaction records. Task: describe an organic reaction: reactants, conditions, products, and yield The reactants are C(CCC)[Li] (n-butyllithium), C(C1=CC=CC=C1)[C@@H]1NC(OC1)=O ((S)-(-)-4-benzyl-2-oxazolidinone), C(CCCCCCCC)(=O)Cl (nonanoyl chloride). Solvent: C1CCOC1 (THF), C1CCOC1 (THF). Run at temperature -78 celsius, time 1 hour. Product: O=C(CCCCCCCC)N1C(OC[C@@H]1CC1=CC=CC=C1)=O ((S)-3-(1-Oxononanyl)-4-(phenylmethyl)-2-oxazolidinone). Isolated yield 60.4%. Reaction SMILES: [CH2:1]([C@H:8]1[CH2:12][O:11][C:10](=[O:13])[NH:9]1)[C:2]1[CH:7]=[CH:6][CH:5]=[CH:4][CH:3]=1.C([Li])CCC.[C:19](Cl)(=[O:28])[CH2:20][CH2:21][CH2:22][CH2:23][CH2:24][CH2:25][CH2:26][CH3:27]>C1COCC1>[O:28]=[C:19]([N:9]1[C@@H:8]([CH2:1][C:2]2[CH:3]=[CH:4][CH:5]=[CH:6][CH:7]=2)[CH2:12][O:11][C:10]1=[O:13])[CH2:20][CH2:21][CH2:22][CH2:23][CH2:24][CH2:25][CH2:26][CH3:27]. Reported procedure: To a solution of 25.2 g (0.142 mol) of (S)-(-)-4-benzyl-2-oxazolidinone (Aldrich Chemical Company) in 300 mL of THF cooled to -78° C. was added 97.0 mL (0.155 mol) of 1.6M n-butyllithium. The reaction mixture was stirred at -78° C. for 1 hour and nonanoyl chloride (17.4 g, 0.129 mol), dissolved in 75 mL of THF, was then added. The resulting mixture was stirred at -78° C. for 3 hours and then quenched with 5% HCl solution. The resulting mixture was extracted with ether and the combined organics w... Starting materials: CC(C(=O)OCC)C(=O)OCC (diethyl 2-methylmalonate), N1=CC=CC=C1 (pyridine), FC1=C(N)C=CC(=C1)F (2,4-difluoroaniline). Product: FC1=C(C=CC(=C1)F)NC(C(C(=O)OCC)C)=O (ethyl 3-(2,4-difluorophenylamino)-2-methyl-3-oxopropanoate). Procedure details: The ester was prepared according to Procedure A using diethyl 2-methylmalonate (5.99 mL, 34.9 mmol), pyridine (3.76 mL, 46.5 mmol) and 2,4-difluoroaniline (2.34 mL, 23.2 mmol). The residue was purified by column chromatography on silica gel (0-30% EtOAc/hexanes) to give ethyl 3-(2,4-difluorophenylamino)-2-methyl-3-oxopropanoate as a red oil. Mass Spectrum (ESI) m/e=258.1 (M+1). Reaction SMILES: [CH3:1][CH:2]([C:8]([O:10]CC)=O)[C:3]([O:5][CH2:6][CH3:7])=[O:4].N1C=CC=CC=1.[F:19][C:20]1[CH:26]=[C:25]([F:27])[CH:24]=[CH:23][C:21]=1[NH2:22]>>[F:19][C:20]1[CH:26]=[C:25]([F:27])[CH:24]=[CH:23][C:21]=1[NH:22][C:8](=[O:10])[CH:2]([CH3:1])[C:3]([O:5][CH2:6][CH3:7])=[O:4]. Starting materials: [Cl-].[Al+3].[Cl-].[Cl-] (Aluminum chloride), ice, C(C)(=O)Cl (acetyl chloride), FC=1C=C(C=CC1)OC (3-fluoroanisole). The solvent is C(Cl)(Cl)Cl (chloroform). Conditions: temperature 7.5 celsius, time 1 hour. The product is FC1=C(C=CC(=C1)OC)C(C)=O (2′-Fluoro-4′-methoxy-acetophenone). The yield is 91.8%. RXN SMILES: [Cl-].[Al+3].[Cl-].[Cl-].[C:5](Cl)(=[O:7])[CH3:6].[F:9][C:10]1[CH:11]=[C:12]([O:16][CH3:17])[CH:13]=[CH:14][CH:15]=1>C(Cl)(Cl)Cl>[F:9][C:10]1[CH:11]=[C:12]([O:16][CH3:17])[CH:13]=[CH:14][C:15]=1[C:5](=[O:7])[CH3:6] |f:0.1.2.3|. Reported procedure: Aluminum chloride (30.0 g, 0.6 mol) and chloroform (750 mL) were place in a 2 L three-necked round bottom flask fitted with a mechanical stirrer and cooled by means of an ice bath. To the stirred solution acetyl chloride (51.0 g, 0.65 mol) was added dropwise, maintaining the temperature between 5-10° C. The mixture was stirred for 10 minutes at 5° C. before the dropwise addition at 5-10° C. of 3-fluoroanisole (62.6 g 0.5 mol). The mixture was stirred at 0-10° C. for 1 hour and poured into ice (1... Reactants: C(=O)(O)[O-].[Na+] (NaHCO3), Cl (Hydrogen chloride), OC=1C=C(C=O)C=C(C1OC)OC (3-hydroxy-4,5-dimethoxybenzaldehyde), SCC1=C(C=CC=C1)S (2-(mercaptomethyl)benzenethiol). The solvent is ClCCl (dichloromethane). Run at time 15 minute. Product: S1C(SCC2=C1C=CC=C2)C=2C=C(C(=C(C2)O)OC)OC (5-(4H-benzo[d][1,3]dithiin-2-yl)-2,3-dimethoxyphenol). The yield is 79.1%. RXN SMILES: Cl.[OH:2][C:3]1[CH:4]=[C:5]([CH:8]=[C:9]([O:13][CH3:14])[C:10]=1[O:11][CH3:12])[CH:6]=O.[SH:15][CH2:16][C:17]1[CH:22]=[CH:21][CH:20]=[CH:19][C:18]=1[SH:23].C([O-])(O)=O.[Na+]>ClCCl>[S:23]1[C:18]2[CH:19]=[CH:20][CH:21]=[CH:22][C:17]=2[CH2:16][S:15][CH:6]1[C:5]1[CH:8]=[C:9]([O:13][CH3:14])[C:10]([O:11][CH3:12])=[C:3]([OH:2])[CH:4]=1 |f:3.4|. Reported procedure: Hydrogen chloride gas was bubbled for three minutes at 22° C. through a solution of 3-hydroxy-4,5-dimethoxybenzaldehyde (0.55 g, 3.0 mmol) and 2-(mercaptomethyl)benzenethiol (0.52 g, 3.3 mmol) in dichloromethane (15 ml). After an additional 15 min., the reaction mixture was poured into saturated NaHCO3 (50 ml) and extracted with dichloromethane (2×75 ml). The combined organic layer was washed with brine (30 ml), dried (Na2SO4), filtered and concentrated providing a crude solid. This solid was tr...